From a dataset of the Open Reaction Database (ORD), a public repository of structured organic reaction records. describe an organic reaction: reactants, conditions, products, and yield The reactants are CC(=O)C=1C=CC(=CC1)O (4-Hydroxy acetophenone), 1, C1OC=2C=C(C=O)C=CC2O1 (3,4-methylenedioxy benzaldehyde), 6, [OH-].[Na+] (sodium hydroxide). The solvent is CO (methanol). Product: OC1=CC=C(C(C=CC2=CC3=C(C=C2)OCO3)=O)C=C1 (4′-Hydroxy-3,4-methylenedioxy-chalcone). As a reaction SMILES: [CH3:1][C:2]([C:4]1[CH:5]=[CH:6][C:7]([OH:10])=[CH:8][CH:9]=1)=[O:3].[CH2:11]1[O:21][C:20]2[CH:19]=[CH:18][C:15]([CH:16]=O)=[CH:14][C:13]=2[O:12]1.[OH-].[Na+]>CO>[OH:10][C:7]1[CH:8]=[CH:9][C:4]([C:2](=[O:3])[CH:1]=[CH:16][C:15]2[CH:18]=[CH:19][C:20]3[O:21][CH2:11][O:12][C:13]=3[CH:14]=2)=[CH:5][CH:6]=1 |f:2.3|. Procedure details: 4-Hydroxy acetophenone, 1 (2.7 g, 20 mmol), 3,4-methylenedioxy benzaldehyde, 6 (3 g, 20 mmol) and 50% aqueous sodium hydroxide (5 mL) in methanol (40 mL) were reacted under reflux as in 7 to yield 11. Yield 3.5 g (65%); mp 191-193° C.; MS (FAB) 269 (M++1); IR (KBr) 3410, 1646; 1H NMR (200 MHz, CDCl3) δ 9.15 (s, 1H), 7.98 (d, J=8.7 Hz, 2H), 7.72 (d, J=15.5 Hz, 1H), 7.37 (d, J=15.5 Hz, 1H), 7.16 (s, 1H), 7.12 (d, J=8.1 Hz, 1H), 6.99 (d, J=8.8 Hz, 2H), 6.82 (d, J=7.9 Hz, 1H), 6.02 (s, 2H).